This data is from the Open Reaction Database (ORD), a public repository of structured organic reaction records. The task is: describe an organic reaction: reactants, conditions, products, and yield Yields the product C(C)[C@]1(CC(OCC=2C(N3CC=4C(=NC=5C=C(C=C(C5C4CCC4=CC=CC=C4)F)F)C3=CC21)=O)=O)O ((5R)-5-ethyl-9,11-difluoro-5-hydroxy-12-phenethyl-4,5,13,15-tetrahydro-1H,3H-oxepino[3′,4′:6,7]indolizino[1,2-b]quinoline-3,15-dione). Reported procedure: The product of Example 100 is treated with 3-phenylpropanal according to a procedure similar to Stage 95e in order to produce the expected solid. Starting materials: C(C)[C@]1(CC(OCC=2C(N3CC=4C(=NC=5C=C(C=C(C5C4)F)F)C3=CC21)=O)=O)O ((5R)-5-ethyl-9,11-difluoro-5-hydroxy-4,5,13,15-tetrahydro-1H,3H-oxepino[3′,4′:6,7]indolizino[1,2-b]quinoline-3,15-dione), C1(=CC=CC=C1)CCC=O (3-phenylpropanal). As a reaction SMILES: [CH2:1]([C@:3]1([OH:29])[C:26]2[CH:25]=[C:24]3[N:10]([CH2:11][C:12]4[C:13]3=[N:14][C:15]3[CH:16]=[C:17]([F:23])[CH:18]=[C:19]([F:22])[C:20]=3[CH:21]=4)[C:9](=[O:27])[C:8]=2[CH2:7][O:6][C:5](=[O:28])[CH2:4]1)[CH3:2].[C:30]1([CH2:36][CH2:37]C=O)[CH:35]=[CH:34][CH:33]=[CH:32][CH:31]=1>>[CH2:1]([C@:3]1([OH:29])[C:26]2[CH:25]=[C:24]3[N:10]([CH2:11][C:12]4[C:13]3=[N:14][C:15]3[CH:16]=[C:17]([F:23])[CH:18]=[C:19]([F:22])[C:20]=3[C:21]=4[CH2:37][CH2:36][C:30]3[CH:35]=[CH:34][CH:33]=[CH:32][CH:31]=3)[C:9](=[O:27])[C:8]=2[CH2:7][O:6][C:5](=[O:28])[CH2:4]1)[CH3:2]. Starting materials: N1CCNCC1 (Piperazine), ClC1=NC=C(C=C1Cl)Cl (2,3,5-trichloropyridine). Product: ClC=1C(=NC=C(C1)Cl)N1CCNCC1 (1-(3,5-Dichloropyridin-2-yl)piperazine). As a reaction SMILES: [NH:1]1[CH2:6][CH2:5][NH:4][CH2:3][CH2:2]1.Cl[C:8]1[C:13]([Cl:14])=[CH:12][C:11]([Cl:15])=[CH:10][N:9]=1>>[Cl:14][C:13]1[C:8]([N:1]2[CH2:6][CH2:5][NH:4][CH2:3][CH2:2]2)=[N:9][CH:10]=[C:11]([Cl:15])[CH:12]=1. Procedure: Piperazine (256 mg, 3.0 mmol, Aldrich) and 2,3,5-trichloropyridine (364 mg, 20 mmol, Aldrich) were reacted under the conditions of Example 3a to give the title compound as a light-yellow solid. MS (ESI, pos. ion) m/z: 232 (M+1).